This data is from the Open Reaction Database (ORD), a public repository of structured organic reaction records. The task is: describe an organic reaction: reactants, conditions, products, and yield The reactants are Cl.NO (Hydroxylamine hydrochloride), O=C(C(=O)OCC)C=1N=CSC1 (ethyl 2-oxo-2-(4-thiazolyl)acetate). The solvent is C(C)O (ethanol). Run at time 3 hour. Product: ON=C(C(=O)OCC)C=1N=CSC1 (Ethyl 2-hydroxyimino-2-(4thiazolyl)acetate). As a reaction SMILES: Cl.[NH2:2][OH:3].O=[C:5]([C:11]1[N:12]=[CH:13][S:14][CH:15]=1)[C:6]([O:8][CH2:9][CH3:10])=[O:7]>C(O)C>[OH:3][N:2]=[C:5]([C:11]1[N:12]=[CH:13][S:14][CH:15]=1)[C:6]([O:8][CH2:9][CH3:10])=[O:7] |f:0.1|. Procedure: Hydroxylamine hydrochloride (1.37 g) was added to a stirred solution of ethyl 2-oxo-2-(4-thiazolyl)acetate (2.54 g) in ethanol (50 ml). The mixture was stirred for 3 h, the solvent was evaporated and the residue partitioned between ethyl acetate and sodium bicarbonate solution. The organic phase was washed with brine, dried over magnesium sulphate and evaporated. The residue was recrystallised from ethyl acetate to give the title oxime as a single isomer (1.315 g), m.p. 171-175° C. The reactants are CN1NC(C(NC1SC[C@H]1C[C@@H](CO1)SC(C)=O)=O)=O (Ethanethioic acid trans-(±)-S-[5-[[(hexahydro-2-methyl-5,6-dioxo-1,2,4-triazin-3-yl)thio]methyl]tetrahydro-3-furanyl]ester), C[O-].[Na+].CO (sodium methoxide methyl alcohol). Solvent: O1CCCC1 (tetrahydrofuran). The product is CN1NC(C(NC1SC[C@@H]1OC[C@H](C1)S)=O)=O (trans-(±)-Tetrahydro-2-methyl-3[[(tetrahydro-4-mercapto-2-furanyl)methyl]thio]-1,2,4-triazine-5.6-dione). Yield: 47.7%. As a reaction SMILES: [CH3:1][N:2]1[CH:7]([S:8][CH2:9][C@@H:10]2[O:14][CH2:13][C@@H:12]([S:15]C(=O)C)[CH2:11]2)[NH:6][C:5](=[O:19])[C:4](=[O:20])[NH:3]1.C[O-].[Na+].CO>O1CCCC1>[CH3:1][N:2]1[CH:7]([S:8][CH2:9][C@H:10]2[CH2:11][C@H:12]([SH:15])[CH2:13][O:14]2)[NH:6][C:5](=[O:19])[C:4](=[O:20])[NH:3]1 |f:1.2.3|. Reported procedure: The title compound is prepared by the procedure of Example 16 using 0.357 g of product from Example 84, 281 microliter of 25% sodium methoxide/methyl alcohol and 500 microliter of tetrahydrofuran to give 0.148 g of the desired product. The reactants are NC=1C=C(N(C1)C)C(=O)OC (methyl 4-amino-1-methyl-1H-pyrrole-2-carboxylate), Alloc-THP, C(C=C)OC(=O)N1C(C2N(C(C3=C1C=C(C(=C3)OC)OCCCC(=O)O)=O)CCC2)OC2OCCCC2 (4-(10-(allyloxycarbonyl)-7-methoxy-5-oxo-11-(tetrahydro-2H-pyran-2-yloxy)-2,3,5,10,11,11a-hexahydro-1H-pyrrolo[2,1-c][1,4]benzodiazepine-8-yloxy)butanoic acid), CCN=C=NCCCN(C)C.Cl (EDCl), C(C=C)OC(=O)N1C(C2N(C(C3=C1C=C(C(=C3)OC)OCCCC(=O)O)=O)CCC2)OC2OCCCC2 (4-(10-(allyloxycarbonyl)-7-methoxy-5-oxo-11-(tetrahydro-2H-pyran-2-yloxy)-2,3,5,10,11,11a-hexahydro-1H-pyrrolo[2,1-c][1,4]benzodiazepine-8-yloxy)butanoic acid). The reagents and catalysts are CN(C)C=1C=CN=CC1 (DMAP). The solvent is CN(C)C=O (DMF). Reaction conditions: time 6 hour. Yields the product C(C=C)OC(=O)N1[C@H]([C@H]2N(C(C3=C1C=C(C(=C3)OC)OCCCC(=O)NC=3C=C(N(C3)C)C(=O)O)=O)CCC2)OC2OCCCC2 (4-(4-(((11S,11aS)-10-((allyloxy)carbonyl)-7-methoxy-5-oxo-11-((tetrahydro-2H-pyran-2-yl)oxy)-2,3,5,10,11,11a-hexahydro-1H-benzo[e]pyrrolo[1,2-a][1,4]diazepin-8-yl)oxy)butanamido)-1-methyl-1H-pyrrole-2-carboxylic acid). RXN SMILES: [CH2:1]([O:4][C:5]([N:7]1[C:13]2[CH:14]=[C:15]([O:20][CH2:21][CH2:22][CH2:23][C:24](O)=[O:25])[C:16]([O:18][CH3:19])=[CH:17][C:12]=2[C:11](=[O:27])[N:10]2[CH2:28][CH2:29][CH2:30][CH:9]2[CH:8]1[O:31][CH:32]1[CH2:37][CH2:36][CH2:35][CH2:34][O:33]1)=[O:6])[CH:2]=[CH2:3].CCN=C=NCCCN(C)C.Cl.[NH2:50][C:51]1[CH:52]=[C:53]([C:57]([O:59]C)=[O:58])[N:54]([CH3:56])[CH:55]=1>CN(C=O)C.CN(C1C=CN=CC=1)C>[CH2:1]([O:4][C:5]([N:7]1[C:13]2[CH:14]=[C:15]([O:20][CH2:21][CH2:22][CH2:23][C:24]([NH:50][C:51]3[CH:52]=[C:53]([C:57]([OH:59])=[O:58])[N:54]([CH3:56])[CH:55]=3)=[O:25])[C:16]([O:18][CH3:19])=[CH:17][C:12]=2[C:11](=[O:27])[N:10]2[CH2:28][CH2:29][CH2:30][C@H:9]2[C@@H:8]1[O:31][CH:32]1[CH2:37][CH2:36][CH2:35][CH2:34][O:33]1)=[O:6])[CH:2]=[CH2:3] |f:1.2|. Procedure details: A solution of Alloc-THP protected PBD acid 13 (1.85 g, 3.57 mmol, 1.2 equivalent) was dissolved in DMF. EDCl (1.24 g, 6.48 mmol, 2.0 eq) and DMAP (0.99 g, 8.1 mmol, 2.5 eq) were added to the stirred solution of 13 at room temperature and the mixture was allowed to stir for 30 minutes after which methyl 4-amino-1-methyl-1H-pyrrole-2-carboxylate (0.5 g, 3.243 mmol, 1.0 eq) was added. The reaction mixture was allowed to stir for a further 6 hours at which point TLC showed completion of reaction. Th... Reactants: ClCCl, CCOC(C)=O, CON=C(C(=O)NC1C(=O)N2C(C(=O)OC(c3ccccc3)c3ccccc3)=C(CC(Cl)Cl)CSC12)c1csc(NC(c2ccccc2)(c2ccccc2)c2ccccc2)n1, O=C(OO)c1cccc(Cl)c1. Product: CON=C(C(=O)NC1C(=O)N2C(C(=O)OC(c3ccccc3)c3ccccc3)=C(CC(Cl)Cl)CS(=O)C12)c1csc(NC(c2ccccc2)(c2ccccc2)c2ccccc2)n1. RXN SMILES: [CH2:73]([Cl:74])[Cl:75].[CH3:76][CH2:77][O:78][C:79](=[O:80])[CH3:81].[CH:12]([c:13]1[cH:14][cH:15][cH:16][cH:17][cH:18]1)([c:19]1[cH:20][cH:21][cH:22][cH:23][cH:24]1)[O:25][C:26](=[O:27])[C:28]1=[C:35]([CH2:36][CH:37]([Cl:38])[Cl:39])[CH2:34][S:33][CH:32]2[N:29]1[C:30](=[O:72])[CH:31]2[NH:40][C:41]([C:42]([c:43]1[n:44][c:45]([NH:48][C:49]([c:50]2[cH:51][cH:52][cH:53][cH:54][cH:55]2)([c:56]2[cH:57][cH:58][cH:59][cH:60][cH:61]2)[c:62]2[cH:63][cH:64][cH:65][cH:66][cH:67]2)[s:46][cH:47]1)=[N:68][O:69][CH3:70])=[O:71].[OH:1][O:2][C:3]([c:4]1[cH:5][c:6]([Cl:7])[cH:8][cH:9][cH:10]1)=[O:11]>>[O:1]=[S:33]1[CH:32]2[N:29]([C:28]([C:26]([O:25][CH:12]([c:13]3[cH:14][cH:15][cH:16][cH:17][cH:18]3)[c:19]3[cH:20][cH:21][cH:22][cH:23][cH:24]3)=[O:27])=[C:35]([CH2:36][CH:37]([Cl:38])[Cl:39])[CH2:34]1)[C:30](=[O:72])[CH:31]2[NH:40][C:41]([C:42]([c:43]1[n:44][c:45]([NH:48][C:49]([c:50]2[cH:51][cH:52][cH:53][cH:54][cH:55]2)([c:56]2[cH:57][cH:58][cH:59][cH:60][cH:61]2)[c:62]2[cH:63][cH:64][cH:65][cH:66][cH:67]2)[s:46][cH:47]1)=[N:68][O:69][CH3:70])=[O:71]. Starting materials: Br[C@@]12[C@]3(CCC(C=C3CC[C@H]1[C@@H]1CCC([C@@]1(C)C[C@@H]2O)=O)=O)C (9α-bromo-11β-hydroxy-4-androstene-3,17-dione), C1=CC=C(C=C1)C2=CC=CC=C2.C1=CC=C(C=C1)OC2=CC=CC=C2 (Dowtherm). The product is C[C@@]12C(CC[C@H]1[C@@H]1CCC3=CC(CC[C@]3(C)[C@H]1C(C2)=O)=O)=O (4-androstene-3,11,17-trione). Yield: 80.6%. RXN SMILES: Br[C@:2]12[C@@H:19]([OH:20])[CH2:18][C@@:16]3([CH3:17])[C@@H:12]([CH2:13][CH2:14][C:15]3=[O:21])[C@@H:11]1[CH2:10][CH2:9][C:8]1[C@:3]2([CH3:23])[CH2:4][CH2:5][C:6](=[O:22])[CH:7]=1.C1C=CC(C2C=CC=CC=2)=CC=1.C1C=CC(OC2C=CC=CC=2)=CC=1>>[CH3:17][C@:16]12[CH2:18][C:19](=[O:20])[C@H:2]3[C@@H:11]([CH2:10][CH2:9][C:8]4[C@:3]3([CH3:23])[CH2:4][CH2:5][C:6](=[O:22])[CH:7]=4)[C@@H:12]1[CH2:13][CH2:14][C:15]2=[O:21] |f:1.2|. Procedure: Under argon gas, 1 g of 9α-bromo-11β-hydroxy-4-androstene-3,17-dione is agitated in 5 ml of "Dowtherm" A for 3 minutes at 250° C. To work up the reaction mixture, the solvent is removed by steam distillation, the residue is dried and recrystallized from methylene chloride-isopropyl ether, thus obtaining 635 mg of 4-androstene-3,11,17-trione, mp 214°-216° C. Reported procedure: 302 grams (0.83 mole) of a ketone mixture of 96.0 percent (CF3)2CFC(O)CF(CF3)2 and 4.0 percent CF3CF2CFC(O)CF(CF3)2, 300 mL anhydrous 1,2-dimethoxyethane, 59.5 grams (1.02 mole) potassium fluoride, 11.1 grams Adogen™ 464 phase transfer catalyst, and 174 grams (1.12 mole) diethyl sulfate were combined in a 2 L flask and heated with stirring to 52° C. for 89 hours. At the end of the 89 hours, the flask was cooled to room temperature, and 230 grams of 45 percent potassium hydroxide and 95 grams of ... Conditions: temperature 52 celsius, time 89 hour. The reactants are [OH-].[K+] (potassium hydroxide), ketone, C(F)(C(F)(F)F)(C(F)(F)F)C(=O)C(F)(C(F)(F)F)C(F)(F)F ((CF3)2CFC(O)CF(CF3)2), CF3CF2CFC(O)CF(CF3)2, [F-].[K+] (potassium fluoride), S(=O)(=O)(OCC)OCC (diethyl sulfate). Product: material, C(F)(C(F)(F)F)(C(F)(F)F)C(F)(OCC)C(F)(C(F)(F)F)C(F)(F)F ((CF3)2CFCF(OC2H5)CF(CF3)2). Solvent: O (water), COCCOC (1,2-dimethoxyethane). Reaction SMILES: [C:1]([C:11]([C:13]([C:19]([F:22])([F:21])[F:20])([C:15]([F:18])([F:17])[F:16])[F:14])=[O:12])([C:7]([F:10])([F:9])[F:8])([C:3]([F:6])([F:5])[F:4])[F:2].[F-:23].[K+].S(O[CH2:32][CH3:33])(OCC)(=O)=O.[OH-].[K+]>O.COCCOC>[C:13]([C:11]([C:1]([C:3]([F:6])([F:5])[F:4])([C:7]([F:10])([F:9])[F:8])[F:2])([O:12][CH2:32][CH3:33])[F:23])([C:15]([F:16])([F:17])[F:18])([C:19]([F:20])([F:21])[F:22])[F:14] |f:1.2,4.5|. Yield: 6.1%. The reactants are OC1C(C2=CC(=CC=C2CC1)OC)=O (hydroxy-7-methoxy-1-tetralone), C(=O)([O-])[O-].[K+].[K+] (K2CO3), BrCCCCl (1-bromo-3-chloropropane). Procedure: A mixture of 6;hydroxy-7-methoxy-1-tetralone (J. Org. Chem., 1985, 50, 4937) (1.5 g, 7.8 mmol), K2CO3 (1.7 g, 12.3 mmol), and acetone (30 ml) was stirred at reflux under nitrogen for 45 minutes. The reaction was cooled to ambient temperature and a solution of 1-bromo-3-chloropropane (1.9 g, 12.1 mmol,x dissolved in 8 ml acetone was dripped into the mixture. After total addition, the reaction was heated to reflux and stirred under nitrogen for 21 hours. The reaction was cooled to ambient temperat... Conditions: time 21 hour. Run in CC(=O)C (acetone), CC(=O)C (acetone). The product is ClCCCOC=1C=C2CCCC(C2=CC1OC)=O (6-(3-chloropropoxy)-7-methoxy-1-tetralone). Reaction SMILES: O[CH:2]1[CH2:11][CH2:10][C:9]2[C:4](=[CH:5][C:6]([O:12][CH3:13])=[CH:7][CH:8]=2)[C:3]1=[O:14].[C:15]([O-:18])([O-])=O.[K+].[K+].BrC[CH2:23][CH2:24][Cl:25]>CC(C)=O>[Cl:25][CH2:24][CH2:23][CH2:15][O:18][C:7]1[CH:8]=[C:9]2[C:4](=[CH:5][C:6]=1[O:12][CH3:13])[C:3](=[O:14])[CH2:2][CH2:11][CH2:10]2 |f:1.2.3|. Reactants: ClC1=NC(=CC2=CC(=CC=C12)OC)NC1=NNC(=C1)C ((1-Chloro-6-methoxy-isoquinolin-3-yl)-(5-methyl-1H-pyrazol-3-yl)-amine), C=1C=CC(=CC1)P(CCCP(C=2C=CC=CC2)C=3C=CC=CC3)C=4C=CC=CC4 (dppp), C(=O)([O-])[O-].[Cs+].[Cs+] (Cs2CO3), CC(C)O (i-PrOH). The reagents and catalysts are CC(=O)[O-].CC(=O)[O-].[Pd+2] (Pd(OAc)2), C=1C=CC(=CC1)[P](C=2C=CC=CC2)(C=3C=CC=CC3)[Pd]([P](C=4C=CC=CC4)(C=5C=CC=CC5)C=6C=CC=CC6)([P](C=7C=CC=CC7)(C=8C=CC=CC8)C=9C=CC=CC9)[P](C=1C=CC=CC1)(C=1C=CC=CC1)C=1C=CC=CC1 (Pd(PPh3)4). Solvent: CN(C)C=O (DMF). Conditions: temperature 50 celsius, time 2 hour. Yields the product C(C)(C)OC(=O)C1=NC(=CC2=CC(=CC=C12)OC)NC1=NNC(=C1)C (6-Methoxy-3-(5-methyl-1H-pyrazol-3-ylamino)-isoquinoline-1-carboxylic acid isopropyl ester). Yield: 828.0%. As a reaction SMILES: Cl[C:2]1[C:11]2[C:6](=[CH:7][C:8]([O:12][CH3:13])=[CH:9][CH:10]=2)[CH:5]=[C:4]([NH:14][C:15]2[CH:19]=[C:18]([CH3:20])[NH:17][N:16]=2)[N:3]=1.[CH:21]1C=CC(P(C2C=CC=CC=2)CCCP(C2C=CC=CC=2)C2C=CC=CC=2)=[CH:25][CH:26]=1.[C:50]([O-])([O-:52])=[O:51].[Cs+].[Cs+].CC(O)C>CC([O-])=O.CC([O-])=O.[Pd+2].C1C=CC([P]([Pd]([P](C2C=CC=CC=2)(C2C=CC=CC=2)C2C=CC=CC=2)([P](C2C=CC=CC=2)(C2C=CC=CC=2)C2C=CC=CC=2)[P](C2C=CC=CC=2)(C2C=CC=CC=2)C2C=CC=CC=2)(C2C=CC=CC=2)C2C=CC=CC=2)=CC=1.CN(C=O)C>[CH:26]([O:52][C:50]([C:2]1[C:11]2[C:6](=[CH:7][C:8]([O:12][CH3:13])=[CH:9][CH:10]=2)[CH:5]=[C:4]([NH:14][C:15]2[CH:19]=[C:18]([CH3:20])[NH:17][N:16]=2)[N:3]=1)=[O:51])([CH3:25])[CH3:21] |f:2.3.4,6.7.8,^1:72,74,93,112|. Reported procedure: An oven-dried flask was charged with 8.64 g (1-Chloro-6-methoxy-isoquinolin-3-yl)-(5-methyl-1H-pyrazol-3-yl)-amine, 0.54 g Pd(OAc)2, 1.2 g dppp, 0.3 g Pd(PPh3)4, 24 g Cs2CO3 in the solution of 200 mL i-PrOH and 200 mL DMF, then evacuated and filled with CO (4 bar) three cycles. The mixture was shaken at r.t 2 h, at 50° C. 2 h, then 90° C. overnight. After reaction completed, the solvent was removed, and the residue was dissolved in ethyl acetate, washed with water, dried with Na2SO4. After remov... Reactants: BrC=1SC=CC1Br (2,3-Dibromothiophene), C(C)C1=CC=C(C=O)C=C1 (4-ethylbenzaldehyde). Product: BrC1=C(SC=C1)C(O)C1=CC=C(C=C1)CC (3-bromo-2-thienyl-4-ethylphenylmethanol). RXN SMILES: Br[C:2]1[S:3][CH:4]=[CH:5][C:6]=1[Br:7].[CH2:8]([C:10]1[CH:17]=[CH:16][C:13]([CH:14]=[O:15])=[CH:12][CH:11]=1)[CH3:9]>>[Br:7][C:6]1[CH:5]=[CH:4][S:3][C:2]=1[CH:14]([C:13]1[CH:16]=[CH:17][C:10]([CH2:8][CH3:9])=[CH:11][CH:12]=1)[OH:15]. Reported procedure: 2,3-Dibromothiophene and 4-ethylbenzaldehyde were treated in a manner similar to Reference Example 1-(1) to give 3-bromo-2-thienyl-4-ethylphenylmethanol as yellow oil. APCI-Mass m/Z 279/281 (M+H−H2O).